This data is from the Open Reaction Database (ORD), a public repository of structured organic reaction records. The task is: describe an organic reaction: reactants, conditions, products, and yield Reactants: C(=O)[C@H]1CN(CCC1)C(=O)OC(C)(C)C ((R)-tert-butyl 3-formylpiperidine-1-carboxylate), N1CCCCC1 (piperidine), [BH-](OC(=O)C)(OC(=O)C)OC(=O)C.[Na+] (NaBH(OAc)3), CC(=O)O (AcOH). Conditions: time 8 hour. The product is N1(CCCCC1)C[C@H]1CN(CCC1)C(=O)OC(C)(C)C ((S)-tert-butyl 3-(piperidin-1-ylmethyl)piperidine-1-carboxylate). RXN SMILES: [CH:1]([C@@H:3]1[CH2:8][CH2:7][CH2:6][N:5]([C:9]([O:11][C:12]([CH3:15])([CH3:14])[CH3:13])=[O:10])[CH2:4]1)=O.[NH:16]1[CH2:21][CH2:20][CH2:19][CH2:18][CH2:17]1.[BH-](OC(C)=O)(OC(C)=O)OC(C)=O.[Na+].CC(O)=O>>[N:16]1([CH2:1][C@@H:3]2[CH2:8][CH2:7][CH2:6][N:5]([C:9]([O:11][C:12]([CH3:15])([CH3:14])[CH3:13])=[O:10])[CH2:4]2)[CH2:21][CH2:20][CH2:19][CH2:18][CH2:17]1 |f:2.3|. Procedure details: To a solution of (R)-tert-butyl 3-formylpiperidine-1-carboxylate (110 mg, 0.51 mmol) and piperidine (53 mg, 0.62 mmol) was added NaBH(OAc)3 (153 mg, 0.73 mmol) and AcOH (37.2 mg, 35 μL, 0.62 mmol) at room temperature. The mixture was stirred for 8 h at the room temperature. The reaction was quenched by pouring into 20 mL 5% aqueous NaOH and diluted with ethylacetate. The mixture was extracted with ethyl acetate (3×15 mL) and the combined organic layers washed with brine (2×10 mL) and dried over ... The solvent is CO (methanol). Starting materials: C(#N)CCOC(=O)C1=C(NC(=C(C1C1=CC(=CC=C1)Cl)C(NCCC(C1=CC=CC=C1)C1=CC=CC=C1)=O)COCCN=[N+]=[N-])C (6-(2-azidoethoxy) methyl-4-(3-chlorophenyl)-5-(3,3-diphenylpropylcarbamoyl)-2-methyl-1,4-dihydropyridine-3-carboxylic acid (2-cyanoethyl) ester), Cl (hydrochloric acid), O (water), [OH-].[Na+] (sodium hydroxide). Run at time 8 hour. The product is N(=[N+]=[N-])CCOCC1=C(C(C(=C(N1)C)C(=O)O)C1=CC(=CC=C1)Cl)C(NCCC(C1=CC=CC=C1)C1=CC=CC=C1)=O (6-(2-azidoethoxy) methyl-4-(3-chlorophenyl)-5-(3,3-diphenylpropylcarbamoyl)-2-methyl-1,4-dihydropyridine-3-carboxylic acid). Reported procedure: 250 mg (0.390 mmol) of 6-(2-azidoethoxy) methyl-4-(3-chlorophenyl)-5-(3,3-diphenylpropylcarbamoyl)-2-methyl-1,4-dihydropyridine-3-carboxylic acid (2-cyanoethyl) ester was dissolved in 2 ml of methanol. 0.70 ml of 1 N aqueous sodium hydroxide solution was added and stirred at room temperature for 8 hours. After adding 1 N hydrochloric acid and water, precipitates thus formed were taken by the filtration and dried under reduced pressure to obtain the title compound. Reaction SMILES: C(CC[O:5][C:6]([C:8]1[CH:13]([C:14]2[CH:19]=[CH:18][CH:17]=[C:16]([Cl:20])[CH:15]=2)[C:12]([C:21](=[O:38])[NH:22][CH2:23][CH2:24][CH:25]([C:32]2[CH:37]=[CH:36][CH:35]=[CH:34][CH:33]=2)[C:26]2[CH:31]=[CH:30][CH:29]=[CH:28][CH:27]=2)=[C:11]([CH2:39][O:40][CH2:41][CH2:42][N:43]=[N+:44]=[N-:45])[NH:10][C:9]=1[CH3:46])=[O:7])#N.[OH-].[Na+].Cl.O>CO>[N:43]([CH2:42][CH2:41][O:40][CH2:39][C:11]1[NH:10][C:9]([CH3:46])=[C:8]([C:6]([OH:7])=[O:5])[CH:13]([C:14]2[CH:19]=[CH:18][CH:17]=[C:16]([Cl:20])[CH:15]=2)[C:12]=1[C:21](=[O:38])[NH:22][CH2:23][CH2:24][CH:25]([C:26]1[CH:31]=[CH:30][CH:29]=[CH:28][CH:27]=1)[C:32]1[CH:37]=[CH:36][CH:35]=[CH:34][CH:33]=1)=[N+:44]=[N-:45] |f:1.2|. Starting materials: F[C@H]1CN(CC1)C=1C=CC=2N(N1)C(=CN2)CC=2C=C1C=CC=NC1=CC2 (6-[6-((R)-3-fluoro-pyrrolidin-1-yl)-imidazo[1,2-b]pyridazin-3-ylmethyl]-quinoline), Cl.F[C@@H]1CNCC1 ((S)-(+)-3-fluoropyrrolidine hydrochloride), Cl.F[C@H]1CNCC1 ((R)-(−)-3-fluoropyrrolidine hydrochloride). Product: F[C@@H]1CN(CC1)C=1C=CC=2N(N1)C(=CN2)CC=2C=C1C=CC=NC1=CC2 (6-[6-((S)-3-Fluoro-pyrrolidin-1-yl)-imidazo[1,2-b]pyridazin-3-ylmethyl]-quinoline). RXN SMILES: [F:1][C@@H:2]1[CH2:6][CH2:5][N:4]([C:7]2[CH:8]=[CH:9][C:10]3[N:11]([C:13]([CH2:16][C:17]4[CH:18]=[C:19]5[C:24](=[CH:25][CH:26]=4)[N:23]=[CH:22][CH:21]=[CH:20]5)=[CH:14][N:15]=3)[N:12]=2)[CH2:3]1.Cl.F[C@H]1CCNC1.Cl.F[C@@H]1CCNC1>>[F:1][C@H:2]1[CH2:6][CH2:5][N:4]([C:7]2[CH:8]=[CH:9][C:10]3[N:11]([C:13]([CH2:16][C:17]4[CH:18]=[C:19]5[C:24](=[CH:25][CH:26]=4)[N:23]=[CH:22][CH:21]=[CH:20]5)=[CH:14][N:15]=3)[N:12]=2)[CH2:3]1 |f:1.2,3.4|. Procedure: The title compound was prepared in analogy to the compound of Example 124 using (S)-(+)-3-fluoropyrrolidine hydrochloride as starting material instead of (R)-(−)-3-fluoropyrrolidine hydrochloride (tR 3.89 min (conditions 4), MH+=348.2, 1H-NMR in DMSO-d6: 8.84 (m, 1H); 8.29 (m, 1H); 7.92 (m, 2H); 7.81 (d, 1H); 7.75 (m, 1H); 7.49 (dd, 1H); 7.43 (s, 1H); 6.81 (d, 1H); 5.46 (m, 1H); 4.38 (s, 2H); 3.62 (m, 4H); 2.21 (m, 2H)). Reactants: C(CCC)[Li] (n-butyl-lithium), N1=CC=CC2=C1NC1=C(C(N2)=O)C=CC=C1 (5,11-dihydro-6H-pyrido[2,3-b][1,4]benzodiazepin-6-one), saturated saline solution, CC(C(=O)Cl)CC#C (2-methyl-4-pentynoic acid chloride). The solvent is C(C)(=O)OCC (ethyl acetate), CCCCCC (n-hexane), O1CCCC1 (tetrahydrofuran), O1CCCC1 (tetrahydrofuran). Product: O=C(C(CC#C)C)N1C2=C(NC(C3=C1C=CC=C3)=O)C=CC=N2 (5,11-Dihydro-11-[1-oxo-2-methyl-4-pentynyl]-6H-pyrido[2,3-b][1,4]benzodiazepin-6-one). As a reaction SMILES: C([Li])CCC.[N:6]1[C:11]2[NH:12][C:13]3[CH:21]=[CH:20][CH:19]=[CH:18][C:14]=3[C:15](=[O:17])[NH:16][C:10]=2[CH:9]=[CH:8][CH:7]=1.[CH3:22][CH:23]([CH2:27][C:28]#[CH:29])[C:24](Cl)=[O:25]>CCCCCC.O1CCCC1.C(OCC)(=O)C>[O:25]=[C:24]([N:12]1[C:13]2[CH:21]=[CH:20][CH:19]=[CH:18][C:14]=2[C:15](=[O:17])[NH:16][C:10]2[CH:9]=[CH:8][CH:7]=[N:6][C:11]1=2)[CH:23]([CH3:22])[CH2:27][C:28]#[CH:29]. Procedure details: At 0° to 10° C., with stirring, 416 ml (0.65 mol) of an n-butyl-lithium solution in n-hexane are added dropwise to a suspension of 63 g (0.3 mol) of 5,11-dihydro-6H-pyrido[2,3-b][1,4]benzodiazepin-6-one in 1500 ml of absolute tetrahydrofuran. THe mixture is stirred for a further hour at ambient temperature, then cooled to 5° to 10° C. and this temperature 46.8 g (0.36 mol) of 2-methyl-4-pentynoic acid chloride (not purified) dissolved in 100 ml of absolute tetrahydrofuran are added dropwise to t... Starting materials: OC1=CC=C(C(=O)OC)C=C1 (methyl 4-hydroxybenzoate), NCCCO (3-amino-1-propanol), Cl (hydrochloric acid). Reaction conditions: temperature 120 celsius, time 8 hour. The product is OCCCNC(C1=CC=C(C=C1)O)=O (N-(3-hydroxypropyl)-4-hydroxybenzamide). Isolated yield 38.8%. As a reaction SMILES: [OH:1][C:2]1[CH:11]=[CH:10][C:5]([C:6]([O:8]C)=O)=[CH:4][CH:3]=1.[NH2:12][CH2:13][CH2:14][CH2:15][OH:16].Cl>>[OH:16][CH2:15][CH2:14][CH2:13][NH:12][C:6](=[O:8])[C:5]1[CH:4]=[CH:3][C:2]([OH:1])=[CH:11][CH:10]=1. Reported procedure: A mixture of 76 g of methyl 4-hydroxybenzoate and 112.5 g of 3-amino-1-propanol was heated and stirred at 120° C. for 8 hours. The reaction mixture was acidified with 2N hydrochloric acid and then extracted with ethyl acetate and butanol. The combined extracts were concentrated in vacuo and the residue was recrystallized from acetonitrile to give 37.8 g of N-(3-hydroxypropyl)-4-hydroxybenzamide, m.p. 118°-120° C. Reactants: OC1=CC=C(C=C1)CCCCN1C=NC=C1 (1-[4-(4-hydroxyphenyl)butyl]imidazole), ClCC=1N=C(SC1)C=1SC=CC1 (4-chloromethyl-2-(2-thienyl)thiazole). Yields the product N1(C=NC=C1)CCCCC1=CC=C(OCC=2N=C(SC2)C=2SC=CC2)C=C1 (4-[4-[4-(1-imidazolyl)butyl]phenoxymethyl]-2-(2-thienyl)thiazole). Isolated yield 82.0%. Reaction SMILES: [OH:1][C:2]1[CH:7]=[CH:6][C:5]([CH2:8][CH2:9][CH2:10][CH2:11][N:12]2[CH:16]=[CH:15][N:14]=[CH:13]2)=[CH:4][CH:3]=1.Cl[CH2:18][C:19]1[N:20]=[C:21]([C:24]2[S:25][CH:26]=[CH:27][CH:28]=2)[S:22][CH:23]=1>>[N:12]1([CH2:11][CH2:10][CH2:9][CH2:8][C:5]2[CH:6]=[CH:7][C:2]([O:1][CH2:18][C:19]3[N:20]=[C:21]([C:24]4[S:25][CH:26]=[CH:27][CH:28]=4)[S:22][CH:23]=3)=[CH:3][CH:4]=2)[CH:16]=[CH:15][N:14]=[CH:13]1. Reported procedure: In substantially the same manner as in Working Example 72, 1-[4-(4-hydroxyphenyl)butyl]imidazole was reacted with 4-chloromethyl-2-(2-thienyl)thiazole to obtain 4-[4-[4-(1-imidazolyl)butyl]phenoxymethyl]-2-(2-thienyl)thiazole. The yield was 82%. Recrystallization from ethyl acetate-hexane gave colorless prisms, mp 108-109° C.